The task is: describe an organic reaction: reactants, conditions, products, and yield. This data is from the Open Reaction Database (ORD), a public repository of structured organic reaction records. Reactants: ClC1=NC=2N(C(=C1)C1=CC(=CC(=C1)F)F)N=C(C2I)C (5-chloro-7-(3,5-difluorophenyl)-3-iodo-2-methylpyrazolo[1,5-a]pyrimidine), CCN(C(C)C)C(C)C (DIPEA), N1[C@@H](CCC1)CO ((S)-2-pyrrolidinemethanol). The solvent is C(C)#N (acetonitrile). Procedure: 5-Chloro-7-(3,5-difluorophenyl)-3-iodo-2-methylpyrazolo[1,5-a]pyrimidine obtained in Step 3, DIPEA (0.35 mL) and (S)-2-pyrrolidinemethanol (401 mg) are stirred in an acetonitrile (60 mL) solvent for 2.5 hours at 90° C. The reaction solvent is removed by distillation under reduced pressure. The remainder is purified by column chromatography to yield the target compound. 1H NMR (CDCl3, 300 MHz); δ 7.46 (m, 2H), 6.98 (m, 1H), 6.13 (s, 1H), 4.45 (br, 1H), 3.85-3.57 (m, 5H), 2.38 (s, 3H), 2.08-2.04 (... As a reaction SMILES: Cl[C:2]1[CH:7]=[C:6]([C:8]2[CH:13]=[C:12]([F:14])[CH:11]=[C:10]([F:15])[CH:9]=2)[N:5]2[N:16]=[C:17]([CH3:20])[C:18]([I:19])=[C:4]2[N:3]=1.CCN(C(C)C)C(C)C.[NH:30]1[CH2:34][CH2:33][CH2:32][C@H:31]1[CH2:35][OH:36]>C(#N)C>[F:15][C:10]1[CH:9]=[C:8]([C:6]2[N:5]3[N:16]=[C:17]([CH3:20])[C:18]([I:19])=[C:4]3[N:3]=[C:2]([N:30]3[CH2:34][CH2:33][CH2:32][C@H:31]3[CH2:35][OH:36])[CH:7]=2)[CH:13]=[C:12]([F:14])[CH:11]=1. The product is FC=1C=C(C=C(C1)F)C1=CC(=NC=2N1N=C(C2I)C)N2[C@@H](CCC2)CO ((S)-(1-(7-(3,5-difluorophenyl)-3-iodo-2-methylpyrazolo[1,5-a]pyrimidin-5-yl)pyrrolidin-2-yl)methanol). Reactants: COC(C(C(=O)OCC)CC(C)C)=O (2-Isobutylmalonic acid ethyl ester methyl ester), [OH-].[K+] (KOH). Solvent: C(C)O (ethanol). Run at time 16 hour. The product is C(C)OC(C(C(=O)O)CC(C)C)=O (2-Isobutylmalonic acid monoethyl ester). Isolated yield 92.7%. RXN SMILES: C[O:2][C:3](=[O:14])[CH:4]([CH2:10][CH:11]([CH3:13])[CH3:12])[C:5]([O:7][CH2:8][CH3:9])=[O:6].[OH-].[K+]>C(O)C>[CH2:8]([O:7][C:5](=[O:6])[CH:4]([CH2:10][CH:11]([CH3:13])[CH3:12])[C:3]([OH:14])=[O:2])[CH3:9] |f:1.2|. Reported procedure: 2-Isobutylmalonic acid ethyl ester methyl ester (50.0 g, 231 mmol, 1.0 eq) was dissolved into 280 ml ethanol. To this solution was added solid KOH (12.7 g, 226 mmol, 0.98 eq) and the mixture was stirred at room temperature for 16 hours. The mixture was then concentrated under reduced pressure and redissolved in 500 mL water. The solution was washed 2×250 ml diethyl ether, acidified to pH 2 with 6N HCl, and extracted with 2×250 mL diethyl ether. The organic was dried over MgSO4, and concentrated ...